This data is from the Open Reaction Database (ORD), a public repository of structured organic reaction records. The task is: describe an organic reaction: reactants, conditions, products, and yield Reactants: C(CCCCCCCCCCC)N(CCOC1=CC=C(C=C1)I)CCCC(=O)OCC (4-[N-dodecyl-N-2-[4-iodophenoxy]ethylamino]butanoic acid, ethyl ester), FC(C(C=C)O)(F)F (4,4,4-trifluorobut-1-en-3-ol), O1CCCC1 (tetrahydrofuran), C([O-])(O)=O.[Na+] (sodium bicarbonate). Reagents/catalysts: O.[Cl-].C(CCC)[N+](CCCC)(CCCC)CCCC (tetrabutyl ammonium chloride hydrate), C(C)(=O)[O-].[Pd+2].C(C)(=O)[O-] (palladium (II) acetate). Solvent: C(C)(=O)OCC (ethyl acetate), CN(C=O)C (N, N-dimethylformamide). Run at temperature 50 celsius, time 24 hour. Product: C(CCCCCCCCCCC)N(CCOC1=CC=C(C=C1)\C=C\C(C(F)(F)F)O)CCCC(=O)OCC (4-[N-dodecyl-N-2-[4-(E)-[3-hydroxy-4,4,4-trifluorobut-1-en-1-yl]phenoxy]ethylamino]butanoic acid, ethyl ester), C(CCCCCCCCCCC)N(CCOC1=CC=C(C=C1)CCC(C(F)(F)F)=O)CCCC(=O)OCC (4-[N-Dodecyl-N-[2-[4-(4,4,4-trifluoro-3-oxo-but-1-yl)phenoxy]ethyl]amino]butanoic acid, ethyl ester). Isolated yield 6.6%. Reaction SMILES: [CH2:1]([N:13]([CH2:24][CH2:25][CH2:26][C:27]([O:29][CH2:30][CH3:31])=[O:28])[CH2:14][CH2:15][O:16][C:17]1[CH:22]=[CH:21][C:20](I)=[CH:19][CH:18]=1)[CH2:2][CH2:3][CH2:4][CH2:5][CH2:6][CH2:7][CH2:8][CH2:9][CH2:10][CH2:11][CH3:12].[F:32][C:33]([F:39])([F:38])[CH:34]([OH:37])[CH:35]=[CH2:36].O1CCCC1.C(=O)(O)[O-].[Na+]>CN(C)C=O.O.[Cl-].C([N+](CCCC)(CCCC)CCCC)CCC.C(OCC)(=O)C.C([O-])(=O)C.[Pd+2].C([O-])(=O)C>[CH2:1]([N:13]([CH2:24][CH2:25][CH2:26][C:27]([O:29][CH2:30][CH3:31])=[O:28])[CH2:14][CH2:15][O:16][C:17]1[CH:22]=[CH:21][C:20](/[CH:36]=[CH:35]/[CH:34]([OH:37])[C:33]([F:39])([F:38])[F:32])=[CH:19][CH:18]=1)[CH2:2][CH2:3][CH2:4][CH2:5][CH2:6][CH2:7][CH2:8][CH2:9][CH2:10][CH2:11][CH3:12].[CH2:1]([N:13]([CH2:24][CH2:25][CH2:26][C:27]([O:29][CH2:30][CH3:31])=[O:28])[CH2:14][CH2:15][O:16][C:17]1[CH:22]=[CH:21][C:20]([CH2:36][CH2:35][C:34](=[O:37])[C:33]([F:39])([F:38])[F:32])=[CH:19][CH:18]=1)[CH2:2][CH2:3][CH2:4][CH2:5][CH2:6][CH2:7][CH2:8][CH2:9][CH2:10][CH2:11][CH3:12] |f:3.4,6.7.8,10.11.12|. Reported procedure: To a solution of 4-[N-dodecyl-N-2-[4-iodophenoxy]ethylamino]butanoic acid, ethyl ester (4.5 g, 8.3 mmol) and 4,4,4-trifluorobut-1-en-3-ol (Pegolotti, J. A. and Young, W. G. J. Amer. Chem. Soc., 1961, 83, 3251) (complex with 1 tetrahydrofuran, 3.3 g, 16.6 mmol) in N, N-dimethylformamide (17 ml) were added sodium bicarbonate (1.75 g, 20.8 mmol), tetrabutyl ammonium chloride hydrate (2.5 g, 8.32 mmol) and palladium (II) acetate (56 mg, 0.25 mmol). The resulting mixture was stirred at 50° C. for 24 ... Reactants: O (water), CN(C(CC(C=C)(C)C)=O)C (3,3-dimethyl-pent-4 -enoic acid, N,N-dimethylamide), C(Cl)(Cl)(Cl)Cl (carbon tetrachloride). The reagents and catalysts are N(=NC(C#N)(C)C)C(C#N)(C)C (azo-bis-isobutyronitrile), N(=NC(C#N)(C)C)C(C#N)(C)C (azo-bis-isobutyronitrile). Run at time 1.5 hour. Product: ClC(=CC1C(CC(O1)=O)(C)C)Cl (5-(2,2-dichlorovinyl)-4,4-dimethyl-tetrahydrofuran-2-one). RXN SMILES: CN(C)[C:3](=[O:10])[CH2:4][C:5]([CH3:9])([CH3:8])[CH:6]=[CH2:7].[C:12]([Cl:16])(Cl)(Cl)[Cl:13].[OH2:17]>N(C(C)(C)C#N)=NC(C)(C)C#N>[Cl:13][C:12]([Cl:16])=[CH:7][CH:6]1[O:17][C:3](=[O:10])[CH2:4][C:5]1([CH3:9])[CH3:8]. Procedure details: 31 g (0.2 mole) of 3,3-dimethyl-pent-4 -enoic acid, N,N-dimethylamide are added dropwise, in the course of 3 hours, to a solution of 1 g of azo-bis-isobutyronitrile in 308 g (2 moles) of carbon tetrachloride at 75°-80° C. The mixture is stirred for 1.5 hours at 75°-80° C., a further 1 g of azo-bis-isobutyronitrile is added, and the temperature is maintained for a further 2 hours. After distilling off the unconverted starting materials at a bath temperature not exceeding 150° C., a residue is lef...